This data is from the Open Reaction Database (ORD), a public repository of structured organic reaction records. The task is: describe an organic reaction: reactants, conditions, products, and yield The reactants are C(C)(C)(C)C1=CC=C(C=C1)C=1OC(=C(N1)CCl)C (2-(4-tert-butyl-phenyl)-4-chloromethyl-5-methyl-oxazole), C([O-])([O-])=O.[K+].[K+] (potassium carbonate), [I-].[K+] (potassium iodide), C(C)OC(C(CC1=C(C=C(C=C1)O)C)OCC)=O ([rac]-2-ethoxy-3-(4-hydroxy-2-methyl-phenyl)-propionic acid ethyl ester). Yields the product C(C)OC(C(CC1=C(C=C(C=C1)OCC=1N=C(OC1C)C1=CC=C(C=C1)C(C)(C)C)C)OCC)=O ([rac]-3-{4-[2-(4-tert-butyl-phenyl)-5-methyl-oxazol-4-ylmethoxy]-2-methyl-phenyl}-2-ethoxy-propionic acid ethyl ester). Reaction SMILES: [CH2:1]([O:3][C:4](=[O:18])[CH:5]([O:15][CH2:16][CH3:17])[CH2:6][C:7]1[CH:12]=[CH:11][C:10]([OH:13])=[CH:9][C:8]=1[CH3:14])[CH3:2].[C:19]([C:23]1[CH:28]=[CH:27][C:26]([C:29]2[O:30][C:31]([CH3:36])=[C:32]([CH2:34]Cl)[N:33]=2)=[CH:25][CH:24]=1)([CH3:22])([CH3:21])[CH3:20].C(=O)([O-])[O-].[K+].[K+].[I-].[K+]>>[CH2:1]([O:3][C:4](=[O:18])[CH:5]([O:15][CH2:16][CH3:17])[CH2:6][C:7]1[CH:12]=[CH:11][C:10]([O:13][CH2:34][C:32]2[N:33]=[C:29]([C:26]3[CH:25]=[CH:24][C:23]([C:19]([CH3:22])([CH3:21])[CH3:20])=[CH:28][CH:27]=3)[O:30][C:31]=2[CH3:36])=[CH:9][C:8]=1[CH3:14])[CH3:2] |f:2.3.4,5.6|. Procedure: In analogy to the procedure described in example 120 f], [rac]-2-ethoxy-3-(4-hydroxy-2-methyl-phenyl)-propionic acid ethyl ester (example 129 c]) was reacted with 2-(4-tert-butyl-phenyl)-4-chloromethyl-5-methyl-oxazole (example 123 a]) in the presence of potassium carbonate and potassium iodide to yield [rac]-3-{4-[2-(4-tert-butyl-phenyl)-5-methyl-oxazol-4-ylmethoxy]-2-methyl-phenyl}-2-ethoxy-propionic acid ethyl ester, which was further saponified in analogy to the procedure described in exampl...